describe an organic reaction: reactants, conditions, products, and yield From a dataset of the Open Reaction Database (ORD), a public repository of structured organic reaction records. The reactants are [Cl-].[Al+3].[Cl-].[Cl-] (aluminum chloride), C1(=CC(=CC(=C1)C)C)C (mesitylene), C1(=CC=CC=C1)S(=O)(=O)OCC#N (phenylsulfonyloxyacetonitrile). Run at time 8 hour. Yields the product CC1=C(CC#N)C(=CC(=C1)C)C (2,4,6-trimethylbenzyl cyanide). Yield: 72.3%. Reaction SMILES: [Cl-].[Al+3].[Cl-].[Cl-].C1(S(O[CH2:15][C:16]#[N:17])(=O)=O)C=CC=CC=1.[C:18]1([CH3:26])[CH:23]=[C:22]([CH3:24])[CH:21]=[C:20]([CH3:25])[CH:19]=1>>[CH3:26][C:18]1[CH:23]=[C:22]([CH3:24])[CH:21]=[C:20]([CH3:25])[C:19]=1[CH2:15][C:16]#[N:17] |f:0.1.2.3|. Reported procedure: 8.0 g (0.06 mol) of aluminum chloride are first introduced into 40 ml of mesitylene at 0° C. 4.1 g (0.02 mol) of phenylsulfonyloxyacetonitrile are then added, and the reaction mixture is stirred at room temperature overnight. The crude product obtained after hydrolysis is chromatographed on silica gel using dichloromethane. 2.3 g (72.3% of theory) of 2,4,6-trimethylbenzyl cyanide are isolated. Starting materials: C1CCOC1, C[Si](C)(C)Cl, NC(CC(F)(F)F)C(=O)O. The product is NC(CO)CC(F)(F)F. As a reaction SMILES: [CH2:16]1[O:17][CH2:18][CH2:19][CH2:20]1.[CH3:1][Si:2]([Cl:3])([CH3:4])[CH3:5].[NH2:6][CH:7]([C:8](=[O:9])[OH:10])[CH2:11][C:12]([F:13])([F:14])[F:15]>>[NH2:6][CH:7]([CH2:8][OH:9])[CH2:11][C:12]([F:13])([F:14])[F:15]. Starting materials: CON=C1C(=CC(C(C(C1)(C)C)OC)N(C(C)=O)CC1=CC=CC=C1)C (4-(N-acetylbenzylamino)-5-methoxy-2,6,6-trimethyl-2-cyclohepten-1-one methyloxime), C(C(=O)C)(=O)O (pyruvic acid), Cl (hydrochloric acid). The solvent is C(C)O (ethanol). Reaction conditions: temperature 75 celsius. Yields the product C(C1=CC=CC=C1)NC1C=C(C(CC(C1OC)(C)C)=O)C (4-benzylamino-5-methoxy-2,6,6-trimethyl-2-cyclohepten-1-one). Yield: 69.3%. RXN SMILES: CON=[C:4]1[CH2:10][C:9]([CH3:12])([CH3:11])[CH:8]([O:13][CH3:14])[CH:7]([N:15]([CH2:19][C:20]2[CH:25]=[CH:24][CH:23]=[CH:22][CH:21]=2)C(=O)C)[CH:6]=[C:5]1[CH3:26].C(O)(=O)C(C)=[O:29].Cl>C(O)C>[CH2:19]([NH:15][CH:7]1[CH:8]([O:13][CH3:14])[C:9]([CH3:12])([CH3:11])[CH2:10][C:4](=[O:29])[C:5]([CH3:26])=[CH:6]1)[C:20]1[CH:25]=[CH:24][CH:23]=[CH:22][CH:21]=1. Procedure: To a solution of ethanol (40 ml) containing the 4-(N-acetylbenzylamino)-5-methoxy-2,6,6-trimethyl-2-cyclohepten-1-one methyloxime obtained in step 3 (8.5 g, 23.7 millimoles) there were added pyruvic acid (4.18 g, 47.4 millimoles) and 6N hydrochloric acid (40 ml), and the mixture was heated at 75° C. for 4 hours. The reaction solution was concentrated and the resulting residue was dissolved in methanol (50 ml) and then neutralized with a 10% aqueous sodium hydroxide solution while stirring on ice... Starting materials: BrC1=C(C=C(C=C1)CC#N)F ((4-bromo-3-fluorophenyl)acetonitrile), [OH-].[Na+] (sodium hydroxide), BrCCCl (1-bromo-2-chloroethane). The reagents and catalysts are [Cl-].C(C1=CC=CC=C1)[N+](CC)(CC)CC (benzyltriethylammonium chloride). The solvent is O (water). Run at temperature 60 celsius. Yields the product BrC1=C(C=C(C=C1)C1(CC1)C#N)F (1-(4-bromo-3-fluorophenyl)cyclopropanecarbonitrile). As a reaction SMILES: [Br:1][C:2]1[CH:7]=[CH:6][C:5]([CH2:8][C:9]#[N:10])=[CH:4][C:3]=1[F:11].[OH-].[Na+].Br[CH2:15][CH2:16]Cl>[Cl-].C([N+](CC)(CC)CC)C1C=CC=CC=1.O>[Br:1][C:2]1[CH:7]=[CH:6][C:5]([C:8]2([C:9]#[N:10])[CH2:16][CH2:15]2)=[CH:4][C:3]=1[F:11] |f:1.2,4.5|. Procedure: To a room temperature solution of (4-bromo-3-fluorophenyl)acetonitrile from Step 3 (6.4 g) in a solution of 7.5 mL of sodium hydroxide (50% in water W/W) were added 1-bromo-2-chloroethane (4.0 mL) and benzyltriethylammonium chloride (204 mg). The mixture was heated at 60° C. for 5 hours. The reaction mixture was cooled to room temperature and poured into water (100 mL). Extracted with ethyl acetate (200 mL). The extracts were washed with water (100 mL), hydrogen chloride (100 mL, 10% HCl in wate... Starting materials: C(C)(C)(C)OC(C(C1CCCC1)C1=CC=C(C=C1)CBr)=O (tert-butyl[4-(bromomethyl)phenyl](cyclopentyl)acetate), [H-].[Na+] (sodium hydride), ClC1=CC=C(C=C1)C1=NNC(C2=CC=CC=C12)=O (4-(4-chlorophenyl)phthalazin-1(2H)-one), O (Water). The solvent is CN(C)C=O (DMF), C1CCOC1 (THF). Reaction conditions: time 8 hour. Yields the product C(C)(C)(C)OC(C(C1CCCC1)C1=CC=C(C=C1)CN1C(C2=CC=CC=C2C(=N1)C1=CC=C(C=C1)Cl)=O)=O (tert-Butyl(4-{[4-(4-chlorophenyl)-1-oxophthalazin-2(1H)-yl]methyl}phenyl)(cyclopentyl)acetate). As a reaction SMILES: [H-].[Na+].[Cl:3][C:4]1[CH:9]=[CH:8][C:7]([C:10]2[C:19]3[C:14](=[CH:15][CH:16]=[CH:17][CH:18]=3)[C:13](=[O:20])[NH:12][N:11]=2)=[CH:6][CH:5]=1.[C:21]([O:25][C:26](=[O:41])[CH:27]([C:33]1[CH:38]=[CH:37][C:36]([CH2:39]Br)=[CH:35][CH:34]=1)[CH:28]1[CH2:32][CH2:31][CH2:30][CH2:29]1)([CH3:24])([CH3:23])[CH3:22].O>C1COCC1.CN(C=O)C>[C:21]([O:25][C:26](=[O:41])[CH:27]([C:33]1[CH:38]=[CH:37][C:36]([CH2:39][N:12]2[N:11]=[C:10]([C:7]3[CH:6]=[CH:5][C:4]([Cl:3])=[CH:9][CH:8]=3)[C:19]3[C:14](=[CH:15][CH:16]=[CH:17][CH:18]=3)[C:13]2=[O:20])=[CH:35][CH:34]=1)[CH:28]1[CH2:32][CH2:31][CH2:30][CH2:29]1)([CH3:24])([CH3:23])[CH3:22] |f:0.1|. Procedure: At 0° C., 54 mg (2.14 mmol) of sodium hydride were added a little at a time to a solution of 500 mg (1.95 mmol) of 4-(4-chlorophenyl)phthalazin-1(2H)-one [CAS Reg. No. 51334-86-2] in 7.6 ml of THF. After the evolution of gas had ended, 688 mg (1.95 mmol) of tert-butyl[4-(bromomethyl)phenyl](cyclopentyl)acetate, dissolved in 4.5 ml of DMF, were slowly added dropwise at 0° C., and the reaction solution was then stirred at room temperature overnight. Water was then added carefully to the reaction m... Starting materials: O.C1(=CC=C(C=C1)S(=O)(=O)O)C (p-toluenesulfonic acid monohydrate), C(C)(C)(C)C=1C=C(C=C(C1)C(C)(C)C)C1=C2CC(C(C2=CC=C1)O)CC1(CCCCC1)C (4-(3,5-Di-tert-butylphenyl)-2-((1-methylcyclohexyl)methyl)-2,3-dihydro-1H-inden-1-ol). Run in C1(=CC=CC=C1)C (toluene). The product is C(C)(C)(C)C=1C=C(C=C(C1)C(C)(C)C)C=1C=CC=C2C=C(CC12)CC1(CCCCC1)C (7-(3,5-Di-tert-butylphenyl)-2-((1-methylcyclohexyl)methyl)-1H-indene). The yield is 81.0%. Reaction SMILES: O.C1(C)C=CC(S(O)(=O)=O)=CC=1.[C:13]([C:17]1[CH:18]=[C:19]([C:27]2[CH:35]=[CH:34][CH:33]=[C:32]3[C:28]=2[CH2:29][CH:30]([CH2:37][C:38]2([CH3:44])[CH2:43][CH2:42][CH2:41][CH2:40][CH2:39]2)[CH:31]3O)[CH:20]=[C:21]([C:23]([CH3:26])([CH3:25])[CH3:24])[CH:22]=1)([CH3:16])([CH3:15])[CH3:14]>C1(C)C=CC=CC=1>[C:13]([C:17]1[CH:18]=[C:19]([C:27]2[CH:35]=[CH:34][CH:33]=[C:32]3[C:28]=2[CH2:29][C:30]([CH2:37][C:38]2([CH3:44])[CH2:43][CH2:42][CH2:41][CH2:40][CH2:39]2)=[CH:31]3)[CH:20]=[C:21]([C:23]([CH3:26])([CH3:25])[CH3:24])[CH:22]=1)([CH3:14])([CH3:15])[CH3:16] |f:0.1|. Reported procedure: A mixture of p-toluenesulfonic acid monohydrate (0.88 g, 4.64 mmol, 0.2 equiv), compound 14 (10.0 g crude, 23.22 mmol, 1.0 equiv) and toluene (200 mL) was refluxed for 1 h. After cooling to room temperature, the mixture was washed sequentially with saturated sodium bicarbonate (100 mL) and saturated brine (100 mL). The organic layer dried over sodium sulfate, filtered, and concentrated under reduced pressure. The residue was purified on an AnaLogix (65-200 g) column, eluting with heptanes to giv... Starting materials: CC(=O)C1=CC(OC)=C(O)C=C1 (acetovanillone), C(=O)([O-])[O-].[K+].[K+] (K2CO3), C(C1=CC=CC=C1)Br (benzylbromide). Run in CC#N (MeCN). Run at temperature 25 celsius. Yields the product CC(=O)C1=C(C(=CC=C1)O)O (2,3-Dihydroxyacetophenone). The yield is 70.3%. As a reaction SMILES: [CH3:1][C:2]([C:4]1[CH:12]=[CH:11][C:9](O)=[C:6]([O:7]C)[CH:5]=1)=[O:3].C([O-])([O-])=[O:14].[K+].[K+].C(Br)C1C=CC=CC=1>CC#N>[CH3:1][C:2]([C:4]1[CH:12]=[CH:11][CH:9]=[C:6]([OH:7])[C:5]=1[OH:14])=[O:3] |f:1.2.3|. Procedure details: To a solution of acetovanillone (33) (4.70 g, 28.3 mmol) in MeCN (60 mL) was added K2CO3 (8.05 g, 58.3 mmol) and KI (0.20 g, 1.2 mmol). The mixture was stirred under N2 atmosphere and benzyl bromide (34) (4.0 mL, 34 mmol) was added dropwise. The reaction mixture was reflux for 24 h and then cooled to 25° C., then resulting precipitate was filtered off. The filtrate was evaporated and purified by column chromatography (SiO2, n-hexane: CH2Cl2=1:2) to give 30. White solid; yield: 70.3%; mp 87-88° C... Starting materials: CCOC(=O)C(C)=O, CCOCC, Clc1ccc(I)cc1, [Mg], C1CCOC1. The product is CCOC(=O)C(C)(O)c1ccc(Cl)cc1. RXN SMILES: [C:1]([C:2](=[O:3])[CH3:4])(=[O:5])[O:6][CH2:7][CH3:8].[CH2:23]([O:24][CH2:25][CH3:26])[CH3:27].[Cl:9][c:10]1[cH:11][cH:12][c:13]([I:16])[cH:14][cH:15]1.[Mg:17].[O:18]1[CH2:19][CH2:20][CH2:21][CH2:22]1>>[C:1]([C:2]([OH:3])([CH3:4])[c:13]1[cH:12][cH:11][c:10]([Cl:9])[cH:15][cH:14]1)(=[O:5])[O:6][CH2:7][CH3:8]. Reactants: COC(C1=CC(=C(C=C1)OC1=NC=C(C=C1)C(F)(F)F)C#N)=O (3-cyano-4-(5-trifluoromethyl-pyridin-2-yloxy)-benzoic acid methyl ester), [H-].[H-].[H-].[H-].[Li+].[Al+3] (LiAlH4). Reagents/catalysts: O (water). Run in C1CCOC1 (THF). Run at temperature -55 celsius, time 20 minute. Yields the product OCC=1C=CC(=C(C#N)C1)OC1=NC=C(C=C1)C(F)(F)F (5-(hydroxymethyl)-2-((5-(trifluoromethyl)pyridin-2-yl)oxy)benzonitrile). Yield: 60.7%. Reaction SMILES: C[O:2][C:3](=O)[C:4]1[CH:9]=[CH:8][C:7]([O:10][C:11]2[CH:16]=[CH:15][C:14]([C:17]([F:20])([F:19])[F:18])=[CH:13][N:12]=2)=[C:6]([C:21]#[N:22])[CH:5]=1.[H-].[H-].[H-].[H-].[Li+].[Al+3]>C1COCC1.O>[OH:2][CH2:3][C:4]1[CH:9]=[CH:8][C:7]([O:10][C:11]2[CH:16]=[CH:15][C:14]([C:17]([F:20])([F:18])[F:19])=[CH:13][N:12]=2)=[C:6]([CH:5]=1)[C:21]#[N:22] |f:1.2.3.4.5.6|. Reported procedure: To a solution of 3-cyano-4-(5-trifluoromethyl-pyridin-2-yloxy)-benzoic acid methyl ester (23 g, 0.070 mol) in anhydrous THF (200 mL) was added portionwise LiAlH4 (4.07 g, 0.11 mmol) at −78° C. The reaction mixture was warmed to −55° C. slowly and stirred for 20 mins, diluted with water (3 mL 0.16 mmol, slow addition), filtered and concentrated. Purification via column chromatography on silica gel (petroleum ether/ethyl acetate=10/1 to 5/1) afforded the title product (12.5 g) as a colorless oil. ... Starting materials: COCO[C@@H]1C[C@@H](N(C1)CCC1=CC=C(C=C1)OC)CN1C2=C(OCC3=C1C=CC=C3)C=CC=C2 ((+)-5,11-dihydro-5-[[(2R,4R)-4-(methoxymethoxy)-1-(4-methoxyphenethyl)pyrrolidin-2-yl]methyl]dibenzo[b,e][1,4]oxazepine), Cl (HCl). The solvent is CO (methanol). Product: O[C@@H]1C[C@@H](N(C1)CCC1=CC=C(C=C1)OC)CN1C2=C(OCC3=C1C=CC=C3)C=CC=C2 ((+)-5,11-dihydro-5-[[(2R, 4R)-4-hydroxy-1-(4-methoxyphenethyl)pyrrolidin-2-yl]methyl]dibenzo[b,e][1,4]oxazepine). Isolated yield 79.3%. As a reaction SMILES: COC[O:4][C@H:5]1[CH2:9][N:8]([CH2:10][CH2:11][C:12]2[CH:17]=[CH:16][C:15]([O:18][CH3:19])=[CH:14][CH:13]=2)[C@@H:7]([CH2:20][N:21]2[C:27]3[CH:28]=[CH:29][CH:30]=[CH:31][C:26]=3[CH2:25][O:24][C:23]3[CH:32]=[CH:33][CH:34]=[CH:35][C:22]2=3)[CH2:6]1.Cl>CO>[OH:4][C@H:5]1[CH2:9][N:8]([CH2:10][CH2:11][C:12]2[CH:17]=[CH:16][C:15]([O:18][CH3:19])=[CH:14][CH:13]=2)[C@@H:7]([CH2:20][N:21]2[C:27]3[CH:28]=[CH:29][CH:30]=[CH:31][C:26]=3[CH2:25][O:24][C:23]3[CH:32]=[CH:33][CH:34]=[CH:35][C:22]2=3)[CH2:6]1. Procedure details: 4.20 g (8.85 mmol) of (+)-5,11-dihydro-5-[[(2R,4R)-4-(methoxymethoxy)-1-(4-methoxyphenethyl)pyrrolidin-2-yl]methyl]dibenzo[b,e][1,4]oxazepine in 40 ml of methanol was treated with 20 ml of 10% HCl for 1 hour under reflux. Methanol was removed in vacuo and 1N NaOH was added to the residue. The products were extracted with ethyl acetate and the organic layer was washed with saturated aqueous sodium chloride, dried over anhydrous sodium sulfate, and concentrated in vacuo. The residue was purified b...